This data is from the Open Reaction Database (ORD), a public repository of structured organic reaction records. The task is: describe an organic reaction: reactants, conditions, products, and yield Starting materials: CC(C)(C)OC(=O)N1CCCC1(C)C(=O)O, CO, C[Si](C)(C)C=[N+]=[N-]. The product is COC(=O)C1(C)CCCN1C(=O)OC(C)(C)C. RXN SMILES: [C:1]([CH3:2])([CH3:3])([CH3:4])[O:5][C:6](=[O:7])[N:8]1[C:9]([C:13](=[O:14])[OH:15])([CH3:16])[CH2:10][CH2:11][CH2:12]1.[CH3:24][OH:25].[Si:17]([CH3:18])([CH:19]=[N+:20]=[N-:21])([CH3:22])[CH3:23]>>[C:1]([CH3:2])([CH3:3])([CH3:4])[O:5][C:6](=[O:7])[N:8]1[C:9]([C:13](=[O:14])[O:15][CH3:18])([CH3:16])[CH2:10][CH2:11][CH2:12]1. Reactants: COCCn1c(-c2ccc(C(C)C)cc2)nc2c(Br)c(C(=O)c3cccc(OC)c3)cc(OC)c21, [K+], NN, [OH-], O, O. Product: COCCn1c(-c2ccc(C(C)C)cc2)nc2c(Br)c(Cc3cccc(OC)c3)cc(OC)c21. As a reaction SMILES: [Br:1][c:2]1[c:3]([C:26](=[O:27])[c:28]2[cH:29][c:30]([O:34][CH3:35])[cH:31][cH:32][cH:33]2)[cH:4][c:5]([O:24][CH3:25])[c:6]2[n:7]([CH2:20][CH2:21][O:22][CH3:23])[c:8](-[c:11]3[cH:12][cH:13][c:14]([CH:17]([CH3:18])[CH3:19])[cH:15][cH:16]3)[n:9][c:10]12.[K+:37].[NH2:39][NH2:40].[OH-:36].[OH2:38].[OH2:41]>>[Br:1][c:2]1[c:3]([CH2:26][c:28]2[cH:29][c:30]([O:34][CH3:35])[cH:31][cH:32][cH:33]2)[cH:4][c:5]([O:24][CH3:25])[c:6]2[n:7]([CH2:20][CH2:21][O:22][CH3:23])[c:8](-[c:11]3[cH:12][cH:13][c:14]([CH:17]([CH3:18])[CH3:19])[cH:15][cH:16]3)[n:9][c:10]12. Reactants: COC1=CC(=CC=2CC(OC21)(C)C)C=2C(C(N(N2)C2CCNCC2)=O)(C)C (5-(7-methoxy-2,2-dimethyl-2,3-dihydro-1-benzofuran-5-yl)-4,4-dimethyl-2-(piperidin-4-yl)-2,4-dihydro-3H-pyrazol-3-one), C(C1=CC=CC=C1)OC=1C=CC(=C(C(=O)O)C1)C (5-(benzyloxy)-2-methylbenzoic acid), C(C1=CC=CC=C1)OC=1C=CC(=C(C(=O)O)C1)C (5-(benzyloxy)-2-methylbenzoic acid). Product: C(C1=CC=CC=C1)OC=1C=CC(=C(C1)C(=O)N1CCC(CC1)N1N=C(C(C1=O)(C)C)C=1C=C(C2=C(CC(O2)(C)C)C1)OC)C (2-(1-{[5-(Benzyloxy)-2-methylphenyl]carbonyl}piperidin-4-yl)-5-(7-methoxy-2,2-dimethyl-2,3-dihydro-1-benzofuran-5-yl)-4,4-dimethyl-2,4-dihydro-3H-pyrazol-3-one). Reaction SMILES: [CH3:1][O:2][C:3]1[C:11]2[O:10][C:9]([CH3:13])([CH3:12])[CH2:8][C:7]=2[CH:6]=[C:5]([C:14]2[C:15]([CH3:27])([CH3:26])[C:16](=[O:25])[N:17]([CH:19]3[CH2:24][CH2:23][NH:22][CH2:21][CH2:20]3)[N:18]=2)[CH:4]=1.[CH2:28]([O:35][C:36]1[CH:37]=[CH:38][C:39]([CH3:45])=[C:40]([CH:44]=1)[C:41](O)=[O:42])[C:29]1[CH:34]=[CH:33][CH:32]=[CH:31][CH:30]=1>>[CH2:28]([O:35][C:36]1[CH:37]=[CH:38][C:39]([CH3:45])=[C:40]([C:41]([N:22]2[CH2:23][CH2:24][CH:19]([N:17]3[C:16](=[O:25])[C:15]([CH3:27])([CH3:26])[C:14]([C:5]4[CH:4]=[C:3]([O:2][CH3:1])[C:11]5[O:10][C:9]([CH3:13])([CH3:12])[CH2:8][C:7]=5[CH:6]=4)=[N:18]3)[CH2:20][CH2:21]2)=[O:42])[CH:44]=1)[C:29]1[CH:30]=[CH:31][CH:32]=[CH:33][CH:34]=1. Procedure details: The title compound is prepared analogously as described for GP2-WU2 using 5-(7-methoxy-2,2-dimethyl-2,3-dihydro-1-benzofuran-5-yl)-4,4-dimethyl-2-(piperidin-4-yl)-2,4-dihydro-3H-pyrazol-3-one (compound B12) and 5-(benzyloxy)-2-methylbenzoic acid (compound F1) as starting compounds. The crude product is purified by chromatography (amino phase silica gel and DCM) to yield the title compound. The reactants are C34H43ClN6O5, ClCl (chlorine), C(C)(C)(C)OC(=O)N1C(=NC2=C1C=CC(=C2)Cl)C(CCC(=O)O)NC(C2=CC(=C(C=C2)C(=O)N2CCCC2)C)=O (N-[1-(1-tert-butoxycarbonyl-5-chloro-1H-benzimidazol-2-yl)-3-hydroxycarbonylpropyl]-3-methyl-4-(pyrrolidin 1-ylcarbonyl)benzamide), CN(C)C(=[N+](C)C)ON1C2=C(C=CC=C2)N=N1.[B-](F)(F)(F)F (TBTU), C(C)(C)N(CC)C(C)C (diisopropylethylamine), C(C)(C)(C)OC(=O)NC[C@H]1NCCC1 ((S)-2-tert-butoxycarbonylaminomethylpyrrolidine), FC(C(=O)O)(F)F (trifluoroacetic acid). Run in C(C)(=O)OCC.C(C)O (ethyl acetate ethanol), C(C)#N (acetonitrile). The product is ClC1=CC2=C(NC(=N2)[C@H](CCC(=O)N2[C@@H](CCC2)CNC(=O)OC(C)(C)C)NC(C2=CC(=C(C=C2)C(=O)N2CCCC2)C)=O)C=C1 (N-{(1S)-1-(5-chloro-1H-benzimidazol-2-yl)-3-[(2S)-2-tert-butoxycarbonylaminomethylpyrrolidin-1-ylcarbonyl]propyl}-3-methyl-4-(pyrrolidin-1-ylcarbonyl)benzamide). Yield: 44.0%. As a reaction SMILES: C(OC(N1C2C=CC(Cl)=CC=2N=[C:9]1[CH:18]([NH:24][C:25](=[O:40])[C:26]1[CH:31]=[CH:30][C:29]([C:32]([N:34]2[CH2:38][CH2:37][CH2:36][CH2:35]2)=[O:33])=[C:28]([CH3:39])[CH:27]=1)[CH2:19][CH2:20][C:21]([OH:23])=O)=O)(C)(C)C.CN(C(O[N:49]1N=[N:56][C:51]2[CH:52]=[CH:53][CH:54]=[CH:55][C:50]1=2)=[N+](C)C)C.[B-](F)(F)(F)F.C(N(C(C)C)CC)(C)C.[C:72]([O:76][C:77]([NH:79][CH2:80][C@@H:81]1[CH2:85][CH2:84][CH2:83][NH:82]1)=[O:78])([CH3:75])([CH3:74])[CH3:73].FC(F)(F)C(O)=O.[Cl:93]Cl>C(#N)C.C(OCC)(=O)C.C(O)C>[Cl:93][C:54]1[CH:53]=[CH:52][C:51]2[NH:56][C:9]([C@@H:18]([NH:24][C:25](=[O:40])[C:26]3[CH:31]=[CH:30][C:29]([C:32]([N:34]4[CH2:35][CH2:36][CH2:37][CH2:38]4)=[O:33])=[C:28]([CH3:39])[CH:27]=3)[CH2:19][CH2:20][C:21]([N:82]3[CH2:83][CH2:84][CH2:85][C@H:81]3[CH2:80][NH:79][C:77]([O:76][C:72]([CH3:75])([CH3:73])[CH3:74])=[O:78])=[O:23])=[N:49][C:50]=2[CH:55]=1 |f:1.2,8.9|. Procedure details: Prepared analogously to Example 1g from N-[1-(1-tert-butoxycarbonyl-5-chloro-1H-benzimidazol-2-yl)-3-hydroxycarbonylpropyl]-3-methyl-4-(pyrrolidin 1-ylcarbonyl)benzamide, TBTU, diisopropylethylamine, (S)-2-tert-butoxycarbonylaminomethylpyrrolidine in acetonitrile, and subsequent reaction with trifluoroacetic acid analogously to Example 17. Yield: 44%; Rf value: 0.59 (silica gel; ethyl acetate/ethanol=7:3); C34H43ClN6O5 (651.20); mass spectrum: (M+H)+=651/653 (chlorine isotope). Isolated yield 18.0%. Reaction SMILES: [NH2:1][C:2]1[CH:7]=[CH:6][C:5]([C:8]2[CH:13]=[CH:12][C:11]([C:14](=[O:24])[CH2:15][CH:16]([CH2:21][CH2:22][CH3:23])[C:17]([O:19]C)=[O:18])=[CH:10][CH:9]=2)=[CH:4][CH:3]=1.Cl[C:26]1[S:27][C:28]2[CH:34]=[C:33]([Cl:35])[CH:32]=[CH:31][C:29]=2[N:30]=1.S1C2C=CC=CC=2N=C1NC1C=CC(C2C=CC(C(=O)CC(C)(C)C(O)=O)=CC=2)=CC=1>>[Cl:35][C:33]1[CH:32]=[CH:31][C:29]2[N:30]=[C:26]([NH:1][C:2]3[CH:3]=[CH:4][C:5]([C:8]4[CH:13]=[CH:12][C:11]([C:14](=[O:24])[CH2:15][CH:16]([CH2:21][CH2:22][CH3:23])[C:17]([OH:19])=[O:18])=[CH:10][CH:9]=4)=[CH:6][CH:7]=3)[S:27][C:28]=2[CH:34]=1. Procedure details: This compound was prepared from methyl 2-[2-(4′-amino-1,1′-biphenyl-4-yl)-2-oxoethyl]-pentanoate (68 mg, 0.20 mmol) and 2,6-dichloro-1,3-benzothiazole (61.3 mg, 0.30 mmol) in a similar manner to the method described for 4-[4′-(1,3-benzothiazol-2-ylamino)-1,1′-biphenyl-4-yl]-2,2-dimethyl-4-oxobutanoic acid, providing 17.2 mg (18%) of the desired product. 1H NMR (400 MHz, DMSO-d6) δ 12.10 (br s, 1 H), 10.75 (br s, 1 H), 7.75–8.05 (m, 9 H), 7.60 (d, 1 H), 7.35 (m, 1 H), 3.40 (q, 1 H), 3.10 (m, 1 H)... Yields the product ClC1=CC2=C(N=C(S2)NC2=CC=C(C=C2)C2=CC=C(C=C2)C(CC(C(=O)O)CCC)=O)C=C1 (2-(2-{4′-[(6-Chloro-1,3-benzothiazol-2-yl)amino]-1,1′-biphenyl-4-yl}-2-oxoethyl)pentanoic acid). Starting materials: NC1=CC=C(C=C1)C1=CC=C(C=C1)C(CC(C(=O)OC)CCC)=O (methyl 2-[2-(4′-amino-1,1′-biphenyl-4-yl)-2-oxoethyl]-pentanoate), ClC=1SC2=C(N1)C=CC(=C2)Cl (2,6-dichloro-1,3-benzothiazole), S1C(=NC2=C1C=CC=C2)NC2=CC=C(C=C2)C2=CC=C(C=C2)C(CC(C(=O)O)(C)C)=O (4-[4′-(1,3-benzothiazol-2-ylamino)-1,1′-biphenyl-4-yl]-2,2-dimethyl-4-oxobutanoic acid). The reactants are resultant solution, OCCC1C(C1)N1C(=O)NC(=O)C=C1 (1-(2'-(2"-Hydroxyethyl)cyclopropyl)uracil), CN(C=O)C (dimethyl formamide), COC=C(C(=O)Cl)C (3-Methoxymethacrylic acid chloride), C1=CC=CC=C1 (benzene), acylisocyanate, amine, resultant mixture. Reagents/catalysts: [Ag]OC#N (silver cyanate). Run in C(C)OCC (diethyl ether). Reaction conditions: temperature -15 celsius. Yields the product OCCC1C(C1)N1C(=O)NC(=O)C(C)=C1 (1-(2'-(2"-Hydroxyethyl)cyclopropyl)thymine). As a reaction SMILES: CO[CH:3]=[C:4]([CH3:8])[C:5](Cl)=[O:6].C1C=CC=CC=1.[OH:15][CH2:16][CH2:17][CH:18]1[CH2:20][CH:19]1[N:21]1C=CC(=O)[NH:24][C:22]1=[O:23].CN(C)C=O>[Ag]OC#N.C(OCC)C>[OH:15][CH2:16][CH2:17][CH:18]1[CH2:20][CH:19]1[N:21]1[CH:3]=[C:4]([CH3:8])[C:5](=[O:6])[NH:24][C:22]1=[O:23]. Procedure details: 3-Methoxymethacrylic acid chloride (2.68 g) and 25 mL of benzene are combined in a round bottom flask. To this mixture is added 6.4 g of silver cyanate and the resultant mixture heated to reflux temperature. After 40 min at reflux temperature the mixture is cooled to -15° C. In a separate round bottom flask, 1.0 g of the product of Step A of Example 8, 30 mL of dimethyl formamide (DMF) and 10 mL of diethyl ether are combined and this second mixture cooled to -15° C. The acylisocyanate mixture is... The reactants are O=C([O-])[O-], ClCCl, CS(=O)c1nccc(-c2c3cccnc3n3c(N)nccc23)n1, [Na+], [Na+], [Na+], [Na+], O=S([O-])([O-])=S. Yields the product CS(=O)(=O)c1nccc(-c2c3cccnc3n3c(N)nccc23)n1. Reaction SMILES: [C:31](=[O:32])([O-:33])[O-:34].[Cl:37][CH2:38][Cl:39].[NH2:1][c:2]1[n:3][cH:4][cH:5][c:6]2[n:7]1[c:8]1[c:9]([c:10]2-[c:11]2[n:12][c:13]([S:17](=[O:18])[CH3:19])[n:14][cH:15][cH:16]2)[cH:20][cH:21][cH:22][n:23]1.[Na+:24].[Na+:25].[Na+:35].[Na+:36].[O-:26][S:27]([O-:28])(=[S:29])=[O:30]>>[NH2:1][c:2]1[n:3][cH:4][cH:5][c:6]2[n:7]1[c:8]1[c:9]([c:10]2-[c:11]2[n:12][c:13]([S:17](=[O:18])([CH3:19])=[O:26])[n:14][cH:15][cH:16]2)[cH:20][cH:21][cH:22][n:23]1. The reactants are ClC1=NC=2C=CC=CC2C2=C1N=CN2CC(CO)O (4-chloro-1-(2,3-dihydroxypropyl)-1H-imidazo[4,5-c]quinoline), C[O-].[Na+] (sodium methoxide). Yields the product OC(CN1C=NC=2C(=NC=3C=CC=CC3C21)OC)CO (1-(2,3-dihydroxypropyl)-4-methoxy-1H-imidazo[4,5-c]quinoline). Reaction SMILES: Cl[C:2]1[C:11]2[N:12]=[CH:13][N:14]([CH2:15][CH:16]([OH:19])[CH2:17][OH:18])[C:10]=2[C:9]2[CH:8]=[CH:7][CH:6]=[CH:5][C:4]=2[N:3]=1.[CH3:20][O-:21].[Na+]>>[OH:19][CH:16]([CH2:17][OH:18])[CH2:15][N:14]1[C:10]2[C:9]3[CH:8]=[CH:7][CH:6]=[CH:5][C:4]=3[N:3]=[C:2]([O:21][CH3:20])[C:11]=2[N:12]=[CH:13]1 |f:1.2|. Procedure details: Using the method of Example 157, 4-chloro-1-(2,3-dihydroxypropyl)-1H-imidazo[4,5-c]quinoline (from Example 124, Part D) was reacted with sodium methoxide to provide 1-(2,3-dihydroxypropyl)-4-methoxy-1H-imidazo[4,5-c]quinoline, m.p. 214°-216° C. after recrystallization from isopropanol. Analysis: Calculated for C14H15N3O3 : %C, 61.5; %H, 5.5; N, 15.4; Found: %C, 61.3; %H, 5.5; %N, 15.4. Starting materials: [H][H] (hydrogen), C[C@@H](CC=CC)CCO[Si](C)(C)C(C)(C)C (5-(S)-methyl-7-(t-butyldimethylsilyloxy)-2-heptene). Reagents/catalysts: [OH-].[OH-].[Pd+2] (palladium hydroxide on carbon). Run in CO (methanol). Yields the product C[C@H](CCO)CCCC (3-(S)-methyl-1-heptanol). Reaction SMILES: [CH3:1][C@H:2]([CH2:7][CH2:8][O:9][Si](C(C)(C)C)(C)C)[CH2:3][CH:4]=[CH:5][CH3:6].[H][H]>[OH-].[OH-].[Pd+2].CO>[CH3:1][C@@H:2]([CH2:3][CH2:4][CH2:5][CH3:6])[CH2:7][CH2:8][OH:9] |f:2.3.4|. Procedure: To a solution of 74.8 g. of 5-(S)-methyl-7-(t-butyldimethylsilyloxy)-2-heptene in 500 ml. of methanol was added 7.5 g. of 10% palladium hydroxide on carbon and the mixture shaken in a hydrogen atmosphere for 1.5 hours at 50 psi. The catalyst was filtered and the solvent removed under vacuum, 30 g. Starting materials: BrC1=CC=C(C=C1)N1N=C(CC1C1=C(C=CC=C1)Cl)C(=O)O (1-(4-bromo-phenyl)-5-(2-chloro-phenyl)-4,5-dihydro-1H-pyrazole-3-carboxylic acid), S(=O)(Cl)Cl (thionyl chloride). Conditions: temperature 100 celsius, time 2 hour. Yields the product BrC1=CC=C(C=C1)N1N=C(CC1C1=C(C=CC=C1)Cl)C(=O)Cl (1-(4-bromo-phenyl)-5-(2-chloro-phenyl)-4,5-dihydro-1H-pyrazole-3-carbonyl chloride). RXN SMILES: [Br:1][C:2]1[CH:7]=[CH:6][C:5]([N:8]2[CH:12]([C:13]3[CH:18]=[CH:17][CH:16]=[CH:15][C:14]=3[Cl:19])[CH2:11][C:10]([C:20]([OH:22])=O)=[N:9]2)=[CH:4][CH:3]=1.S(Cl)([Cl:25])=O>>[Br:1][C:2]1[CH:7]=[CH:6][C:5]([N:8]2[CH:12]([C:13]3[CH:18]=[CH:17][CH:16]=[CH:15][C:14]=3[Cl:19])[CH2:11][C:10]([C:20]([Cl:25])=[O:22])=[N:9]2)=[CH:4][CH:3]=1. Reported procedure: 1-(4-Bromo-phenyl)-5-(2-chloro-phenyl)-4,5-dihydro-1H-pyrazole-3-carboxylic acid (5.4 g, 14.3 mmol) prepared in Step 4 was added to thionyl chloride (50.0 mL). The reaction mixture was stirred at 100° C. for 2 hours and then concentrated under reduced pressure. The resulting residue was concentrated under reduced pressure three times, along with using toluene, to give 1-(4-bromo-phenyl)-5-(2-chloro-phenyl)-4,5-dihydro-1H-pyrazole-3-carbonyl chloride as a dark brown liquid.